Task: describe an organic reaction: reactants, conditions, products, and yield. Dataset: the Open Reaction Database (ORD), a public repository of structured organic reaction records The reactants are Cc1ccc(Br)c(Oc2cc(Cl)cc(C#N)c2)c1F, ClC(Cl)(Cl)Cl, CC(C)(C#N)N=NC(C)(C)C#N, O=C1CCC(=O)N1Br. Yields the product N#Cc1cc(Cl)cc(Oc2c(Br)ccc(CBr)c2F)c1. RXN SMILES: [Br:1][c:2]1[cH:3][cH:4][c:5]([CH3:19])[c:6]([F:18])[c:7]1[O:8][c:9]1[cH:10][c:11]([C:12]#[N:13])[cH:14][c:15]([Cl:17])[cH:16]1.[Cl:40][C:41]([Cl:42])([Cl:43])[Cl:44].[N:28]#[C:29][C:30]([N:31]=[N:32][C:33]([C:34]#[N:35])([CH3:36])[CH3:37])([CH3:38])[CH3:39].[O:20]=[C:21]1[N:22]([Br:27])[C:23](=[O:24])[CH2:25][CH2:26]1>>[Br:1][c:2]1[cH:3][cH:4][c:5]([CH2:19][Br:27])[c:6]([F:18])[c:7]1[O:8][c:9]1[cH:10][c:11]([C:12]#[N:13])[cH:14][c:15]([Cl:17])[cH:16]1. The reactants are 2A, COC1=CC=C(CN2C(C(C3=C4C=CC=NC4=CC=C32)=O)=O)C=C1 (3-(4-methoxybenzyl)-1H-pyrrolo[3,2-f]quinoline-1,2(3H)-dione), FC(C1=CC=C(O1)CN1C(C(C2=CC=CC=C12)=O)=O)(F)F (1-((5-(trifluoromethyl)furan-2-yl)methyl)indoline-2,3-dione), O1CCC2=C1C=C(C=C2)O (2,3-dihydrobenzofuran-6-ol), BrC=1C=C(C=CC1)O (3-bromophenol). Product: OC1(C(N(C=2C1=C1C=CC=NC1=CC2)CC2=CC=C(C=C2)OC)=O)C=2C(=CC1=C(CCO1)C2)O (1-hydroxy-1-(6-hydroxy-2,3-dihydro-1-benzofuran-5-yl)-3-(4-methoxybenzyl)-1,3-dihydro-2H-pyrrolo[3,2-f]quinolin-2-one). RXN SMILES: [O:1]1[C:5]2[CH:6]=[C:7]([OH:10])[CH:8]=[CH:9][C:4]=2[CH2:3][CH2:2]1.BrC1C=C(O)C=CC=1.[CH3:19][O:20][C:21]1[CH:42]=[CH:41][C:24]([CH2:25][N:26]2[C:38]3[C:29](=[C:30]4[C:35](=[CH:36][CH:37]=3)[N:34]=[CH:33][CH:32]=[CH:31]4)[C:28](=[O:39])[C:27]2=[O:40])=[CH:23][CH:22]=1.FC(F)(F)C1OC(CN2C3C(=CC=CC=3)C(=O)C2=O)=CC=1>>[OH:39][C:28]1([C:8]2[C:7]([OH:10])=[CH:6][C:5]3[O:1][CH2:2][CH2:3][C:4]=3[CH:9]=2)[C:29]2=[C:30]3[C:35](=[CH:36][CH:37]=[C:38]2[N:26]([CH2:25][C:24]2[CH:41]=[CH:42][C:21]([O:20][CH3:19])=[CH:22][CH:23]=2)[C:27]1=[O:40])[N:34]=[CH:33][CH:32]=[CH:31]3. Reported procedure: Following the procedure as described in PREPARATION 2A and making non-critical variations using 2,3-dihydrobenzofuran-6-ol to replace 3-bromophenol, and 3-(4-methoxybenzyl)-1H-pyrrolo[3,2-f]quinoline-1,2(3H)-dione to replace 1-((5-(trifluoromethyl)furan-2-yl)methyl)indoline-2,3-dione, 1-hydroxy-1-(6-hydroxy-2,3-dihydro-1-benzofuran-5-yl)-3-(4-methoxybenzyl)-1,3-dihydro-2H-pyrrolo[3,2-f]quinolin-2-one was obtained (58%) as a colorless solid: MS (ES+) m/z 455.0 (M+1). Reaction SMILES: [OH:1][CH:2]1[CH2:6][C:5](=[O:7])[C:4]([CH2:8][C:9]2[CH:14]=[CH:13][CH:12]=[C:11]([O:15][CH3:16])[CH:10]=2)=[CH:3]1.[C:17](OC=C)(=[O:19])[CH3:18]>CC(CC(C)C)=O>[C:17]([O:1][C@@H:2]1[CH2:6][C:5](=[O:7])[C:4]([CH2:8][C:9]2[CH:14]=[CH:13][CH:12]=[C:11]([O:15][CH3:16])[CH:10]=2)=[CH:3]1)(=[O:19])[CH3:18]. Product: C(C)(=O)O[C@H]1C=C(C(C1)=O)CC1=CC(=CC=C1)OC ((R)-3-(3-methoxybenzyl)-4-oxocyclopent-2-enyl acetate). The reactants are OC1C=C(C(C1)=O)CC1=CC(=CC=C1)OC (4-Hydroxy-2-(3-methoxybenzyl)cyclopent-2-enone), C(C)(=O)OC=C (vinyl acetate). Conditions: time 8 hour. Solvent: CC(=O)CC(C)C (isobutyl methyl ketone). Reported procedure: 4-Hydroxy-2-(3-methoxybenzyl)cyclopent-2-enone (9 g, 41.26 mmol) was dissolved in isobutyl methyl ketone (90 mL), and vinyl acetate (8.4 g, 97.57 mmol) and Lipase derived from Alcaligenese spp. (0.9 g) were added to the solution, and the mixture was stirred at room temperature overnight. The reaction mixture was filtered to remove Lipase and the filtrate was evaporated. The resulting residue was purified by chromatography on a silica gel column using hexane-EtOAc as eluent to give (R)-3-(3-metho... Reactants: C(C)OC(CC(=O)OCC)C1=CC=C(C=C1)O (Ethyl 3-ethoxy-3-(4-hydroxyphenyl)propionate), N1(C=CC=C1)C=1C=C(C=CC1)CO (3-(1H-pyrrol-1-yl)phenylmethanol), C1(=CC=CC=C1)P(C1=CC=CC=C1)C1=CC=CC=C1 (triphenylphosphine), C1(=CC=CC=C1)C.N(=NC(=O)OCC)C(=O)OCC (diethyl azodicarboxylate toluene). Run in O1CCCC1 (tetrahydrofuran). Run at time 2 hour. Product: C(C)OC(CC(=O)OCC)C1=CC=C(C=C1)OCC1=CC(=CC=C1)N1C=CC=C1 (Ethyl 3-ethoxy-3-(4-{[3-(1H-pyrrol-1-yl)benzyl]oxy}phenyl)propionate). Yield: 65.0%. As a reaction SMILES: [CH2:1]([O:3][CH:4]([C:11]1[CH:16]=[CH:15][C:14]([OH:17])=[CH:13][CH:12]=1)[CH2:5][C:6]([O:8][CH2:9][CH3:10])=[O:7])[CH3:2].[N:18]1([C:23]2[CH:24]=[C:25]([CH2:29]O)[CH:26]=[CH:27][CH:28]=2)[CH:22]=[CH:21][CH:20]=[CH:19]1.C1(P(C2C=CC=CC=2)C2C=CC=CC=2)C=CC=CC=1.C1(C)C=CC=CC=1.N(C(OCC)=O)=NC(OCC)=O>O1CCCC1>[CH2:1]([O:3][CH:4]([C:11]1[CH:12]=[CH:13][C:14]([O:17][CH2:29][C:25]2[CH:26]=[CH:27][CH:28]=[C:23]([N:18]3[CH:22]=[CH:21][CH:20]=[CH:19]3)[CH:24]=2)=[CH:15][CH:16]=1)[CH2:5][C:6]([O:8][CH2:9][CH3:10])=[O:7])[CH3:2] |f:3.4|. Procedure details: Ethyl 3-ethoxy-3-(4-hydroxyphenyl)propionate (100 mg, 0.420 mmol) produced in Example 1 (1C) and 3-(1H-pyrrol-1-yl)phenylmethanol (104 mg, 0.600 mmol) were dissolved in tetrahydrofuran (2 mL), and triphenylphosphine (165 mg, 0.629 mmol) and a diethyl azodicarboxylate toluene solution (2.2 M, 290 μL, 0.638 mmol) were added thereto at room temperature, and then, the resulting mixture was stirred under a nitrogen atmosphere at room temperature for 2 hours. The solvent in the reaction solution was d... Reactants: ClCC1=CC(=C(C=C1)SC1=CC=CC=C1)OC (1-chloromethyl-3-methoxy-4-phenylthiobenzene), [C-]#N.[Na+] (sodium cyanide), [Cl-].[Na+] (sodium chloride), ice water. Run in CN(C=O)C (N,N-dimethylformamide). Conditions: temperature 30 celsius, time 14 hour. The product is C(#N)CC1=CC(=C(C=C1)SC1=CC=CC=C1)OC (1-cyanomethyl-3-methoxy-4-phenylthiobenzene). RXN SMILES: Cl[CH2:2][C:3]1[CH:8]=[CH:7][C:6]([S:9][C:10]2[CH:15]=[CH:14][CH:13]=[CH:12][CH:11]=2)=[C:5]([O:16][CH3:17])[CH:4]=1.[C-:18]#[N:19].[Na+].[Cl-].[Na+]>CN(C)C=O>[C:18]([CH2:2][C:3]1[CH:8]=[CH:7][C:6]([S:9][C:10]2[CH:15]=[CH:14][CH:13]=[CH:12][CH:11]=2)=[C:5]([O:16][CH3:17])[CH:4]=1)#[N:19] |f:1.2,3.4|. Procedure: The 1-chloromethyl-3-methoxy-4-phenylthiobenzene obtained above is dissolved in N,N-dimethylformamide (200 ml), and thereto is added finely divided sodium cyanide (7.34 g), and the mixture is stirred at 30° C. for 14 hours. To the reaction mixture are added saturated aqueous sodium chloride solution (300 ml) and ice water (300 ml), and the mixture is extracted with ethyl acetate (300 ml×3). The combined extracts are washed with saturated aqueous sodium chloride solution (200 ml×3) and dried over... Reactants: O=C(O)C=CC(=O)NCC(CC(=O)O)S(=O)(=O)O, CN([SiH](C)C)[Si](C)(C)C, Cc1ccccc1. Yields the product O=C(O)CC(CN1C(=O)C=CC1=O)S(=O)(=O)O. RXN SMILES: [C:1](=[O:2])([OH:3])[CH2:4][CH:5]([CH2:6][NH:7][C:8]([CH:9]=[CH:10][C:11](=[O:12])[OH:13])=[O:14])[S:15](=[O:16])(=[O:17])[OH:18].[CH3:19][SiH:20]([CH3:21])[N:22]([CH3:23])[Si:24]([CH3:25])([CH3:26])[CH3:27].[CH3:28][c:29]1[cH:30][cH:31][cH:32][cH:33][cH:34]1>>[C:1](=[O:2])([OH:3])[CH2:4][CH:5]([CH2:6][N:7]1[C:8](=[O:14])[CH:9]=[CH:10][C:11]1=[O:13])[S:15](=[O:16])(=[O:17])[OH:18].